This data is from the Open Reaction Database (ORD), a public repository of structured organic reaction records. The task is: describe an organic reaction: reactants, conditions, products, and yield Procedure details: A mixture of 5.0 g of 1-t-butoxycarbonyl piperazine, 6.36 gm of 2,5-dibromopyridine and 10.4 gm diisopropylethylamine in 50 ml of 1-methyl-2-pyrolidinone is kept for 12 hours at 150° C. Upon cooling to ambient temperature and addition of 10 ml water, the mixture is acidified with concentrated hydrochloric acid heated for 15 minutes and upon cooling extracted 2×5 ml ethyl ether. The aqueous layer is then neutralized with aqueous ammonium hydroxide solution and extracted with ethyl acetate. The et... Reactants: Cl (hydrochloric acid), C(C)(C)(C)OC(=O)N1CCNCC1 (1-t-butoxycarbonyl piperazine), BrC1=NC=C(C=C1)Br (2,5-dibromopyridine), C(C)(C)N(CC)C(C)C (diisopropylethylamine). Reaction SMILES: C(O[C:6]([N:8]1[CH2:13][CH2:12][NH:11][CH2:10][CH2:9]1)=O)(C)(C)C.BrC1[CH:20]=[CH:19][C:18]([Br:21])=[CH:17][N:16]=1.C(N(C(C)C)CC)(C)C.Cl>CN1CCCC1=O.O>[Br:21][C:18]1[CH:19]=[CH:20][C:6]([N:8]2[CH2:9][CH2:10][NH:11][CH2:12][CH2:13]2)=[N:16][CH:17]=1. The yield is 66.2%. Solvent: CN1C(CCC1)=O (1-methyl-2-pyrolidinone), O (water). The product is BrC=1C=CC(=NC1)N1CCNCC1 (1-(5-Bromo pyrid-2-yl) piperazine). Reaction conditions: time 12 hour. Reactants: BrC=1C=C(C(=NC1)NC1=NC(=NS1)C1CCN(CC1)C(C)=O)O (1-(4-(5-(5-Bromo-3-hydroxypyridin-2-ylamino)-1,2,4-thiadiazol-3-yl)piperidin-1-yl)ethanone), N(=NC(=O)OC(C)C)C(=O)OC(C)C (Diisopropyl azodicarboxylate), N1=C2C(=CC=C1)C(CC2)O (6,7-dihydro-5H-cyclopenta[b]pyridin-5-ol), C1(=CC=CC=C1)P(C1=CC=CC=C1)C1=CC=CC=C1 (triphenylphosphine). As a reaction SMILES: [Br:1][C:2]1[CH:3]=[C:4]([OH:23])[C:5]([NH:8][C:9]2[S:13][N:12]=[C:11]([CH:14]3[CH2:19][CH2:18][N:17]([C:20](=[O:22])[CH3:21])[CH2:16][CH2:15]3)[N:10]=2)=[N:6][CH:7]=1.[N:24]1[CH:29]=[CH:28][CH:27]=[C:26]2[CH:30](O)[CH2:31][CH2:32][C:25]=12.C1(P(C2C=CC=CC=2)C2C=CC=CC=2)C=CC=CC=1.N(C(OC(C)C)=O)=NC(OC(C)C)=O>C1COCC1.O>[Br:1][C:2]1[CH:3]=[C:4]([O:23][CH:30]2[C:26]3[C:25](=[N:24][CH:29]=[CH:28][CH:27]=3)[CH2:32][CH2:31]2)[C:5]([NH:8][C:9]2[S:13][N:12]=[C:11]([CH:14]3[CH2:19][CH2:18][N:17]([C:20](=[O:22])[CH3:21])[CH2:16][CH2:15]3)[N:10]=2)=[N:6][CH:7]=1. The product is BrC=1C=C(C(=NC1)NC1=NC(=NS1)C1CCN(CC1)C(C)=O)OC1CCC2=NC=CC=C21 (1-(4-(5-(5-bromo-3-(6,7-dihydro-5H-cyclopenta[b]pyridin-5-yloxy)pyridin-2-ylamino)-1,2,4-thiadiazol-3-yl)piperidin-1-yl)ethanone). Run in C1CCOC1 (THF), O (water). Procedure details: 1-(4-(5-(5-Bromo-3-hydroxypyridin-2-ylamino)-1,2,4-thiadiazol-3-yl)piperidin-1-yl)ethanone (0.083 g, 0.21 mmol), 6,7-dihydro-5H-cyclopenta[b]pyridin-5-ol (0.028 g, 0.21 mmol) and triphenylphosphine (0.057 g, 0.22 mmol) were combined in THF (1 mL) under nitrogen. Diisopropyl azodicarboxylate (0.043 ml, 0.22 mmol) was added in one portion. The reaction stirred at ambient temperature overnight. The solution was diluted with water, extracted with CH2Cl2, dried (Na2SO4), filtered and concentrated. Fl... Conditions: time 8 hour. Yield: 20.3%. Reactants: CC(=O)CCCBr, Cl, C1=Cc2ccccc2C(=C2CCNCC2)c2ccccc21. Yields the product CC(=O)CCCN1CCC(=C2c3ccccc3C=Cc3ccccc32)CC1. As a reaction SMILES: [Br:22][CH2:23][CH2:24][CH2:25][C:26]([CH3:27])=[O:28].[ClH:29].[cH:1]1[cH:2][cH:3][cH:4][c:5]2[c:11]1[CH:10]=[CH:9][c:8]1[c:7]([cH:15][cH:14][cH:13][cH:12]1)[C:6]2=[C:16]1[CH2:17][CH2:18][NH:19][CH2:20][CH2:21]1>>[cH:1]1[cH:2][cH:3][cH:4][c:5]2[c:11]1[CH:10]=[CH:9][c:8]1[c:7]([cH:15][cH:14][cH:13][cH:12]1)[C:6]2=[C:16]1[CH2:17][CH2:18][N:19]([CH2:23][CH2:24][CH2:25][C:26]([CH3:27])=[O:28])[CH2:20][CH2:21]1. The reactants are CO, O=C1Cc2cc(Cc3ccc([N+](=O)[O-])cc3)ccc2N1. Product: Nc1ccc(Cc2ccc3c(c2)CC(=O)N3)cc1. Reaction SMILES: [CH3:21][OH:22].[N+:1]([O-:2])(=[O:3])[c:4]1[cH:5][cH:6][c:7]([CH2:8][c:9]2[cH:10][c:11]3[c:15]([cH:16][cH:17]2)[NH:14][C:13](=[O:18])[CH2:12]3)[cH:19][cH:20]1>>[NH2:1][c:4]1[cH:5][cH:6][c:7]([CH2:8][c:9]2[cH:10][c:11]3[c:15]([cH:16][cH:17]2)[NH:14][C:13](=[O:18])[CH2:12]3)[cH:19][cH:20]1. The reactants are C=O, NCCc1c[nH]c2ccccc12. Product: c1ccc2c3c([nH]c2c1)CNCC3. As a reaction SMILES: [CH2:13]=[O:14].[NH2:1][CH2:2][CH2:3][c:4]1[cH:5][nH:6][c:7]2[cH:8][cH:9][cH:10][cH:11][c:12]12>>[NH:1]1[CH2:2][CH2:3][c:4]2[c:5]([nH:6][c:7]3[cH:8][cH:9][cH:10][cH:11][c:12]23)[CH2:13]1. Starting materials: C(C)OC(OCC)OCC (Triethylorthoformate), NC1=C(C(=O)NC2=C(C=CC(=C2)C(=O)NC2CC2)C)C=C(C=C1)N1CCOCC1 (2-amino-N-{5-[(cyclopropylamino)carbonyl]-2-methylphenyl}-5-morpholin-4-ylbenzamide), C(C)(=O)O (acetic acid). Run in C(C)O (ethanol). Reaction conditions: temperature 80 celsius, time 16 hour. Yields the product C1(CC1)NC(C1=CC(=C(C=C1)C)N1C=NC2=CC=C(C=C2C1=O)N1CCOCC1)=O (N-cyclopropyl-4-methyl-3-(6-morpholin-4-yl-4-oxoquinazoline-3(4H)-yl)benzamide). Reaction SMILES: [CH2:1](OC(OCC)OCC)C.[NH2:11][C:12]1[CH:33]=[CH:32][C:31]([N:34]2[CH2:39][CH2:38][O:37][CH2:36][CH2:35]2)=[CH:30][C:13]=1[C:14]([NH:16][C:17]1[CH:22]=[C:21]([C:23]([NH:25][CH:26]2[CH2:28][CH2:27]2)=[O:24])[CH:20]=[CH:19][C:18]=1[CH3:29])=[O:15].C(O)(=O)C>C(O)C>[CH:26]1([NH:25][C:23](=[O:24])[C:21]2[CH:20]=[CH:19][C:18]([CH3:29])=[C:17]([N:16]3[C:14](=[O:15])[C:13]4[C:12](=[CH:33][CH:32]=[C:31]([N:34]5[CH2:35][CH2:36][O:37][CH2:38][CH2:39]5)[CH:30]=4)[N:11]=[CH:1]3)[CH:22]=2)[CH2:28][CH2:27]1. Procedure: Triethylorthoformate (0.969 ml) was added to a stirred mixture of 2-amino-N-{5-[(cyclopropylamino)carbonyl]-2-methylphenyl}-5-morpholin-4-ylbenzamide (0.67 g) and glacial acetic acid (0.05 ml) in ethanol (5 ml). The mixture was heated to 80° C. and stirred for 16 hours. The reaction mixture was evaporated, dissolved in methylene chloride and washed with a saturated NaHCO3 solution. The organic phase was evaporated and the residue was purified by column chromatography on an ion exchange column (i... Starting materials: O=C(O)C(CC1CCCC1)c1ccccc1, CN(C)C=O, O=S(Cl)Cl. The product is O=C(Cl)C(CC1CCCC1)c1ccccc1. As a reaction SMILES: [CH:1]1([CH2:6][CH:7]([C:8](=[O:9])[OH:10])[c:11]2[cH:12][cH:13][cH:14][cH:15][cH:16]2)[CH2:2][CH2:3][CH2:4][CH2:5]1.[O:21]=[CH:22][N:23]([CH3:24])[CH3:25].[S:17]([Cl:18])([Cl:19])=[O:20]>>[CH:1]1([CH2:6][CH:7]([C:8](=[O:9])[Cl:19])[c:11]2[cH:12][cH:13][cH:14][cH:15][cH:16]2)[CH2:2][CH2:3][CH2:4][CH2:5]1.